Dataset: the Open Reaction Database (ORD), a public repository of structured organic reaction records. Task: describe an organic reaction: reactants, conditions, products, and yield Reactants: Cc1ccc(-c2ccccc2C#N)cc1, ClCCl, CC(C)CC(C)(C#N)N=NC(C)(C#N)CC(C)C, O=C1CCC(=O)N1Br, O. Product: N#Cc1ccccc1-c1ccc(CBr)cc1. As a reaction SMILES: [CH3:1][c:2]1[cH:3][cH:4][c:5](-[c:8]2[c:9]([C:10]#[N:11])[cH:12][cH:13][cH:14][cH:15]2)[cH:6][cH:7]1.[Cl:43][CH2:44][Cl:45].[N:24]([C:25]([CH3:26])([CH2:27][CH:28]([CH3:29])[CH3:30])[C:31]#[N:32])=[N:33][C:34]([CH3:35])([CH2:36][CH:37]([CH3:38])[CH3:39])[C:40]#[N:41].[O:16]=[C:17]1[N:18]([Br:23])[C:19](=[O:20])[CH2:21][CH2:22]1.[OH2:42]>>[CH2:1]([c:2]1[cH:3][cH:4][c:5](-[c:8]2[c:9]([C:10]#[N:11])[cH:12][cH:13][cH:14][cH:15]2)[cH:6][cH:7]1)[Br:23]. Starting materials: CN1C[C@@H]2N(CC[C@@H]2C1)C1=CC=C(C=C1)C1=CC=C(C=C1)C=1C=NN(C1)C(C1=CC=CC=C1)(C1=CC=CC=C1)C1=CC=CC=C1 ((3aR,6aR)-5-methyl-1-(4′-(1-trityl-1H-pyrazol-4-yl)biphenyl-4-yl)octahydropyrrolo[3,4-b]pyrrole). Run in C(=O)O (formic acid). Product: N1N=CC(=C1)C1=CC=C(C=C1)C1=CC=C(C=C1)N1[C@@H]2[C@H](CC1)CN(C2)C ((3aR,6aR)-1-(4′-(1H-pyrazol-4-yl)biphenyl-4-yl)-5-methyloctahydropyrrolo[3,4-b]pyrrole). As a reaction SMILES: [CH3:1][N:2]1[CH2:9][C@@H:8]2[C@@H:4]([N:5]([C:10]3[CH:15]=[CH:14][C:13]([C:16]4[CH:21]=[CH:20][C:19]([C:22]5[CH:23]=[N:24][N:25](C(C6C=CC=CC=6)(C6C=CC=CC=6)C6C=CC=CC=6)[CH:26]=5)=[CH:18][CH:17]=4)=[CH:12][CH:11]=3)[CH2:6][CH2:7]2)[CH2:3]1>C(O)=O>[NH:24]1[CH:23]=[C:22]([C:19]2[CH:20]=[CH:21][C:16]([C:13]3[CH:12]=[CH:11][C:10]([N:5]4[CH2:6][CH2:7][C@@H:8]5[CH2:9][N:2]([CH3:1])[CH2:3][C@H:4]45)=[CH:15][CH:14]=3)=[CH:17][CH:18]=2)[CH:26]=[N:25]1. Procedure details: The product of Example 81A (44 mg, 0.075 mmole) was stirred with 3 ml of formic acid for 4 hours. The mixture was concentrated to dryness and the residue was dissolved in 10% methanol in dichloromethane and stirred with saturated sodium bicarbonate. Two layers were separated and the aqueous layer was extracted with dichloromethane (2×). The combined organic layers were dried over sodium sulfate, filtered, and concentrated under reduced pressure. The residue was purified by column chromatography ...